Dataset: the Open Reaction Database (ORD), a public repository of structured organic reaction records. Task: describe an organic reaction: reactants, conditions, products, and yield Starting materials: O=C(Cl)Oc1ccc([N+](=O)[O-])cc1, NC(Cc1ccccc1)(c1cc(F)cc(C(F)(F)F)c1)c1ccc(Cl)cn1, ClCCl, [K+], [K+], O=C([O-])[O-]. The product is O=C(NC(Cc1ccccc1)(c1cc(F)cc(C(F)(F)F)c1)c1ccc(Cl)cn1)Oc1ccc([N+](=O)[O-])cc1. Reaction SMILES: [C:34]([O:35][c:36]1[cH:37][cH:38][c:39]([N+:42](=[O:43])[O-:44])[cH:40][cH:41]1)(=[O:45])[Cl:46].[Cl:1][c:2]1[cH:3][cH:4][c:5]([C:8]([CH2:9][c:10]2[cH:11][cH:12][cH:13][cH:14][cH:15]2)([NH2:16])[c:17]2[cH:18][c:19]([F:27])[cH:20][c:21]([C:23]([F:24])([F:25])[F:26])[cH:22]2)[n:6][cH:7]1.[Cl:47][CH2:48][Cl:49].[K+:28].[K+:29].[O-:30][C:31]([O-:32])=[O:33]>>[Cl:1][c:2]1[cH:3][cH:4][c:5]([C:8]([CH2:9][c:10]2[cH:11][cH:12][cH:13][cH:14][cH:15]2)([NH:16][C:34]([O:35][c:36]2[cH:37][cH:38][c:39]([N+:42](=[O:43])[O-:44])[cH:40][cH:41]2)=[O:45])[c:17]2[cH:18][c:19]([F:27])[cH:20][c:21]([C:23]([F:24])([F:25])[F:26])[cH:22]2)[n:6][cH:7]1. The reactants are Clc1nc(Br)ns1, CC(C)COC(=O)NC1CCNCC1, CN(C)C=O, O. The product is CC(C)COC(=O)NC1CCN(c2nc(Br)ns2)CC1. As a reaction SMILES: [Br:1][c:2]1[n:3][s:4][c:5]([Cl:7])[n:6]1.[NH:8]1[CH2:9][CH2:10][CH:11]([NH:14][C:15]([O:16][CH2:17][CH:18]([CH3:19])[CH3:20])=[O:21])[CH2:12][CH2:13]1.[O:22]=[CH:23][N:24]([CH3:25])[CH3:26].[OH2:27]>>[Br:1][c:2]1[n:3][s:4][c:5]([N:8]2[CH2:9][CH2:10][CH:11]([NH:14][C:15]([O:16][CH2:17][CH:18]([CH3:19])[CH3:20])=[O:21])[CH2:12][CH2:13]2)[n:6]1.